From a dataset of the Open Reaction Database (ORD), a public repository of structured organic reaction records. describe an organic reaction: reactants, conditions, products, and yield Starting materials: CCO, COC(=O)c1ccc(NC2CCN(Cc3ccccc3)CC2)nc1, O=C[O-], [NH4+]. Product: COC(=O)c1ccc(NC2CCNCC2)nc1. Reaction SMILES: [CH3:29][CH2:30][OH:31].[CH3:5][O:6][C:7]([c:8]1[cH:9][n:10][c:11]([NH:14][CH:15]2[CH2:16][CH2:17][N:18]([CH2:21][c:22]3[cH:23][cH:24][cH:25][cH:26][cH:27]3)[CH2:19][CH2:20]2)[cH:12][cH:13]1)=[O:28].[CH:1]([O-:2])=[O:3].[NH4+:4]>>[CH3:5][O:6][C:7]([c:8]1[cH:9][n:10][c:11]([NH:14][CH:15]2[CH2:16][CH2:17][NH:18][CH2:19][CH2:20]2)[cH:12][cH:13]1)=[O:28].